This data is from the Open Reaction Database (ORD), a public repository of structured organic reaction records. The task is: describe an organic reaction: reactants, conditions, products, and yield Yields the product C1(CCCCC1)OC1=C(N)C=CC=C1 (2-cyclohexyloxyaniline). The solvent is CO (methanol). The reactants are C1(CCCCC1)OC1=C(C=CC=C1)[N+](=O)[O-] (2-cyclohexyloxynitrobenzene). Procedure: Fifty ml of a methanol solution containing 3.7 g of 2-cyclohexyloxynitrobenzene and 0.2 g of 5% palladium on carbon was stirred at room temperature under a hydrogen atmosphere for catalytic reduction. The catalyst was removed by filtration, and the filtrate was evaporated off to give 2.9 g of 2-cyclohexyloxyaniline as pale brown crystals. The yield is 90.7%. Reaction SMILES: [CH:1]1([O:7][C:8]2[CH:13]=[CH:12][CH:11]=[CH:10][C:9]=2[N+:14]([O-])=O)[CH2:6][CH2:5][CH2:4][CH2:3][CH2:2]1>[Pd].CO>[CH:1]1([O:7][C:8]2[CH:13]=[CH:12][CH:11]=[CH:10][C:9]=2[NH2:14])[CH2:6][CH2:5][CH2:4][CH2:3][CH2:2]1. The reagents and catalysts are [Pd] (palladium on carbon). Reactants: BrCC=1C=C2C(N(C=NC2=CC1)COC(C(C)(C)C)=O)=O (6-Bromomethyl-3,4-dihydro-4-oxo-3-((pivaloyl)oxy)methylquinazoline), C(C=C)NC1=CC=C(C(=O)N[C@@H](CCC(=O)OCC)C(=O)OCC)C=C1 (diethyl N-(4-(prop-2-enylamino)benzoyl)-L-glutamate). The product is O=C1N(C=NC2=CC=C(C=C12)CN(C1=CC=C(C(=O)N[C@@H](CCC(=O)OCC)C(=O)OCC)C=C1)CC=C)COC(C(C)(C)C)=O (Diethyl N-(4-(N-((3,4-dihydro-4-oxo-3-((pivaloyl)oxy) methyl-6-quinazolinyl)methyl)prop-2-enylamino)benzoyl)-L-glutamate). Reaction SMILES: Br[CH2:2][C:3]1[CH:4]=[C:5]2[C:10](=[CH:11][CH:12]=1)[N:9]=[CH:8][N:7]([CH2:13][O:14][C:15](=[O:20])[C:16]([CH3:19])([CH3:18])[CH3:17])[C:6]2=[O:21].[CH2:22]([NH:25][C:26]1[CH:47]=[CH:46][C:29]([C:30]([NH:32][C@H:33]([C:41]([O:43][CH2:44][CH3:45])=[O:42])[CH2:34][CH2:35][C:36]([O:38][CH2:39][CH3:40])=[O:37])=[O:31])=[CH:28][CH:27]=1)[CH:23]=[CH2:24]>>[O:21]=[C:6]1[C:5]2[C:10](=[CH:11][CH:12]=[C:3]([CH2:2][N:25]([CH2:22][CH:23]=[CH2:24])[C:26]3[CH:47]=[CH:46][C:29]([C:30]([NH:32][C@H:33]([C:41]([O:43][CH2:44][CH3:45])=[O:42])[CH2:34][CH2:35][C:36]([O:38][CH2:39][CH3:40])=[O:37])=[O:31])=[CH:28][CH:27]=3)[CH:4]=2)[N:9]=[CH:8][N:7]1[CH2:13][O:14][C:15](=[O:20])[C:16]([CH3:19])([CH3:18])[CH3:17]. Procedure details: This was synthesised by reaction of the compound (4) and diethyl N-(4-(prop-2-enylamino)benzoyl)-L-glutamate Lit. T. R. Jones, A. H. Jackman, S. J. Brown, M. Jones and K. R. Harrap: Europ. J. Cancer, 17 11 (1981). For characterisation a portion was dried at 70° C./P2 05 /1 mm/10 hours to give a brittle glass. Reactants: C(C)(C)(C)OC(=O)N[C@@H]1C(NC[C@@H](CC1)O)=O ((3S, 6R)-3-(tert-butoxycarbonyi)aminohexahydro-6-hydroxy-2H-azepin-2-one), CN(C)C=O (DMF), [Si](C)(C)(C(C)(C)C)Cl (tert-butyldimethylsilyl chloride), N1C=NC=C1 (imidazole). Run in O (water). Conditions: time 8 hour. The product is C(C)(C)(C)OC(=O)N[C@@H]1C(NC[C@@H](CC1)O[Si](C)(C)C(C)(C)C)=O ((3S, 6R)-3-(tert-butoxycarbonyl)aminohexahydro-6-tert-butyldimethylsilyloxy-2H-azepin-2-one). Isolated yield 77.9%. As a reaction SMILES: [C:1]([O:5][C:6]([NH:8][C@H:9]1[CH2:15][CH2:14][C@@H:13]([OH:16])[CH2:12][NH:11][C:10]1=[O:17])=[O:7])([CH3:4])([CH3:3])[CH3:2].[Si:18](Cl)([C:21]([CH3:24])([CH3:23])[CH3:22])([CH3:20])[CH3:19].N1C=CN=C1.CN(C=O)C>O>[C:1]([O:5][C:6]([NH:8][C@H:9]1[CH2:15][CH2:14][C@@H:13]([O:16][Si:18]([C:21]([CH3:24])([CH3:23])[CH3:22])([CH3:20])[CH3:19])[CH2:12][NH:11][C:10]1=[O:17])=[O:7])([CH3:4])([CH3:2])[CH3:3]. Procedure: (3S, 6R)-3-(tert-butoxycarbonyi)aminohexahydro-6-hydroxy-2H-azepin-2-one (25 g, 102 mmol), tert-butyldimethylsilyl chloride (23.16 g, 153 mmol), and imidazole (10.45 g, 153 mmol) are combined with 60 mL of DMF. The reaction is stirred at room temperature overnight. The mixture is diluted with 1 L of water. The resulting mixture is extracted with a 1:1 (2×200 mL) mixture of ethyl acetate and hexane. All organic layers are combined, washed with brine solution, dried with NaSO4, and concentrated. T... Reactants: Cl.C(C)C1OC2=C(C1(C)C)C=C(C=C2C(C)(C)C)C(O)=N (ethyl 7-tert-butyl-2,3-dihydro-3,3-dimethylbenzofuran-5-carboximidic acid hydrochloride), C(CCC)N (butylamine), CO.C(Cl)(Cl)Cl (MeOH CHCl3). Run in O1CCOCC1 (dioxane). Reaction conditions: time 3 hour. Product: Cl.C(CCC)NC(=N)C=1C=C(C2=C(C(CO2)(C)C)C1)C(C)(C)C (N-Butyl-7-tert-butyl-2,3-dihydro-3,3-dimethylbenzofuran-5-carboximidamide hydrochloride). Yield: 55.7%. RXN SMILES: Cl.C([CH:4]1[C:8]([CH3:10])([CH3:9])[C:7]2[CH:11]=[C:12]([C:19](=[NH:21])O)[CH:13]=[C:14]([C:15]([CH3:18])([CH3:17])[CH3:16])[C:6]=2[O:5]1)C.[CH2:22]([NH2:26])[CH2:23][CH2:24][CH3:25].CO.C(Cl)(Cl)[Cl:30]>O1CCOCC1>[ClH:30].[CH2:22]([NH:26][C:19]([C:12]1[CH:11]=[C:7]([C:8]([CH3:4])([CH3:10])[CH3:9])[C:6]2[O:5][CH2:18][C:15]([CH3:16])([CH3:17])[C:14]=2[CH:13]=1)=[NH:21])[CH2:23][CH2:24][CH3:25] |f:0.1,3.4,6.7|. Procedure: To a solution of ethyl 7-tert-butyl-2,3-dihydro-3,3-dimethylbenzofuran-5-carboximidic acid hydrochloride (400 mg, 1.29 mmol) in dioxane (10 mL) is added excess butylamine (0.5 mL). A color change from red to yellow is observed during the addition, and a precipitate forms. The reaction is also monitored by TLC (10% MeOH/CHCl3). After 3 h, the white solid is collected by filtration and washed with MeOH to give the title compound as a white powder (243 mg, 55.7%), mp=236°-237° C. The reactants are C(C(C)(C)C)OC(N(C)C)OCC(C)(C)C (N,N-Dimethylformamide dineopentyl acetal), ClC=1C=NC(NC1)=O (5-chloropyrimidin-2-one), O1C=C(C=C1)CO (3-furanmethanol). Run in CN(C=O)C (N,N-dimethylformamide). Reaction conditions: temperature 90 celsius. Yields the product ClC=1C=NC(N(C1)CC1=COC=C1)=O (5-Chloro-1-(3-furylmethyl)pyrimidin-2-one). Reaction SMILES: C(O[CH:7]([O:11][CH2:12][C:13]([CH3:16])([CH3:15])C)N(C)C)C(C)(C)C.[Cl:17][C:18]1[CH:19]=[N:20][C:21](=[O:24])[NH:22][CH:23]=1.O1C=CC(CO)=C1>CN(C)C=O>[Cl:17][C:18]1[CH:19]=[N:20][C:21](=[O:24])[N:22]([CH2:16][C:13]2[CH:15]=[CH:7][O:11][CH:12]=2)[CH:23]=1. Reported procedure: N,N-Dimethylformamide dineopentyl acetal (1.8 ml) was added to a stirred mixture of 5-chloropyrimidin-2-one (522 mg) and 3-furanmethanol (0.48 ml) in dry N,N-dimethylformamide (10 ml) under nitrogen and the mixture was then heated at 90° C. After 11/4 h the reaction mixture was evaporated to dryness and then the residue was dissolved in ethyl acetate (200 ml) and the solution washed with water (3×50 ml), dried (MgSO4) and concentrated to ca 15 ml by which time crystallisation had occurred. The s... Reactants: C(C)(=O)Cl (acetyl chloride), [H-].[Al+3].[Li+].[H-].[H-].[H-] (lithium aluminum hydride), N(=[N+]=[N-])CC1=COC2=C1C=CC=C2OC (3-azidomethyl-7-methoxybenzofuran), C(C)OCC (diethyl ether), C(O)([O-])=O.[Na+] (sodium hydrogen carbonate). Run in N1=CC=CC=C1 (pyridine), O (water). Run at temperature 0 celsius, time 1 hour. Product: C(C)(=O)OC1=CC=CC=2C(=COC21)CNC(C)=O (7-acetoxy-3-((acetylamino)methyl)benzofuran). The yield is 66.0%. Reaction SMILES: [N:1]([CH2:4][C:5]1[C:9]2[CH:10]=[CH:11][CH:12]=[C:13](OC)[C:8]=2[O:7][CH:6]=1)=[N+]=[N-].[H-].[Al+3].[Li+].[H-].[H-].[H-].[C:22](=[O:25])([O-])[OH:23].[Na+].[C:27](Cl)(=[O:29])[CH3:28].[CH2:31](OCC)C>O.N1C=CC=CC=1>[C:22]([O:23][C:13]1[C:8]2[O:7][CH:6]=[C:5]([CH2:4][NH:1][C:27](=[O:29])[CH3:28])[C:9]=2[CH:10]=[CH:11][CH:12]=1)(=[O:25])[CH3:31] |f:1.2.3.4.5.6,7.8|. Procedure details: 3-azidomethyl-7-methoxybenzofuran (325 mg) was dissolved in diethyl ether (10 ml) and the solution was cooled to 0° C. To this solution, lithium aluminum hydride (91 mg) was added and the resulting solution was stirred at 0° C. for 1 hour and then at room temperature for 1.5 hours. To the reaction solution, saturated aqueous sodium hydrogen carbonate was added and the solution was dried over magnesium sulfate, followed by filtration. After concentrating the filtrate, the residue was dissolved in...